Dataset: the Open Reaction Database (ORD), a public repository of structured organic reaction records. Task: describe an organic reaction: reactants, conditions, products, and yield Procedure: Analogously to Example 1, 75 mg (0.5 mmol) of 1-methyl-1,3-dihydroimidazo[4,5-b]pyridin-2-one were reacted with 74 mg (0.5 mmol) of 1-isocyanatomethyl-2-methylbenzene in dioxane at 80° C. Yield: 11 mg (7%), M+H+: 297.05. Product: CC1=C(CNC(=O)N2C(N(C=3C2=NC=CC3)C)=O)C=CC=C1 (N-(2-Methylbenzyl)-1-methyl-2-oxo-1,2-dihydroimidazo[4,5-b]pyridine-3-carboxamide). Solvent: O1CCOCC1 (dioxane). As a reaction SMILES: [CH3:1][N:2]1[C:10]2[C:5](=[N:6][CH:7]=[CH:8][CH:9]=2)[NH:4][C:3]1=[O:11].[N:12]([CH2:15][C:16]1[CH:21]=[CH:20][CH:19]=[CH:18][C:17]=1[CH3:22])=[C:13]=[O:14]>O1CCOCC1>[CH3:22][C:17]1[CH:18]=[CH:19][CH:20]=[CH:21][C:16]=1[CH2:15][NH:12][C:13]([N:4]1[C:5]2=[N:6][CH:7]=[CH:8][CH:9]=[C:10]2[N:2]([CH3:1])[C:3]1=[O:11])=[O:14]. Reactants: CN1C(NC2=NC=CC=C21)=O (1-methyl-1,3-dihydroimidazo[4,5-b]pyridin-2-one), N(=C=O)CC1=C(C=CC=C1)C (1-isocyanatomethyl-2-methylbenzene). The reactants are CI (methyl iodide), [H-].[Na+] (sodium hydride), N1C=C(C2=CC=CC=C12)C=1CCN(CC1)CCCN1S(C=2C3=C1C=CC=C3C=CC2)(=O)=O (2-{3-[4-(3-indolyl)-1,2,3,6-tetrahydro-1-pyridyl]propyl}naphtho[1,8-cd]isothiazole 1,1-dioxide). The solvent is O1CCOCC1 (dioxane), CN(C=O)C (dimethylformamide), O (water). Run at temperature 20 celsius, time 2 hour. The product is CN1C=C(C2=CC=CC=C12)C=1CCN(CC1)CCCN1S(C=2C3=C1C=CC=C3C=CC2)(=O)=O (2-{3-[4-(1-Methyl-3-indolyl)-1,2,3,6-tetrahydro-1-pyridyl]propyl}naphtho[1,8-cd]isothiazole 1,1-dioxide). The yield is 29.1%. As a reaction SMILES: [NH:1]1[C:9]2[C:4](=[CH:5][CH:6]=[CH:7][CH:8]=2)[C:3]([C:10]2[CH2:11][CH2:12][N:13]([CH2:16][CH2:17][CH2:18][N:19]3[C:23]4[CH:24]=[CH:25][CH:26]=[C:27]5[CH:28]=[CH:29][CH:30]=[C:21]([C:22]=45)[S:20]3(=[O:32])=[O:31])[CH2:14][CH:15]=2)=[CH:2]1.[H-].[Na+].[CH3:35]I>CN(C)C=O.O1CCOCC1.O>[CH3:35][N:1]1[C:9]2[C:4](=[CH:5][CH:6]=[CH:7][CH:8]=2)[C:3]([C:10]2[CH2:15][CH2:14][N:13]([CH2:16][CH2:17][CH2:18][N:19]3[C:23]4[CH:24]=[CH:25][CH:26]=[C:27]5[CH:28]=[CH:29][CH:30]=[C:21]([C:22]=45)[S:20]3(=[O:32])=[O:31])[CH2:12][CH:11]=2)=[CH:2]1 |f:1.2|. Reported procedure: A mixture of 2-{3-[4-(3-indolyl)-1,2,3,6-tetrahydro-1-pyridyl]propyl}naphtho[1,8-cd]isothiazole 1,1-dioxide (11 g) in dimethylformamide (150 cc) is added over 30 minutes to sodium hydride (1.3 g) in a 50% dispersion in vaseline oil, under a current of argon, maintaining the temperature at about 20° C. The reaction medium is stirred for 2 hours at a temperature of about 20° C., then a solution of methyl iodide (3.9 g) in dioxane (50 cc) is added over 15 minutes. Stirring is maintained for 15 hour... Starting materials: CC(C)C=O, O=C=Nc1ccc(Cl)cc1. Product: CC(C)(C=O)C(=O)Nc1ccc(Cl)cc1. Reaction SMILES: [CH:11]([CH:12]([CH3:13])[CH3:14])=[O:15].[Cl:1][c:2]1[cH:3][cH:4][c:5]([N:8]=[C:9]=[O:10])[cH:6][cH:7]1>>[Cl:1][c:2]1[cH:3][cH:4][c:5]([NH:8][C:9](=[O:10])[C:12]([CH:11]=[O:15])([CH3:13])[CH3:14])[cH:6][cH:7]1. The reactants are C(C=1C(O)=CC=CC1)(=O)N (salicylic acid amide), COC1=CC=C(C(=O)Cl)C=C1 (p-methoxybenzoyl chloride). Run in C(C)(C)O (isopropanol). Conditions: time 30 minute. Product: COC1=CC=C(C=C1)C=1OC2=C(C(N1)=O)C=CC=C2 (2-(4-methoxyphenyl)-4H-1,3-benzoxazin-4-one). The yield is 80.6%. RXN SMILES: [C:1]([NH2:10])(=[O:9])[C:2]1[C:3](=[CH:5][CH:6]=[CH:7][CH:8]=1)[OH:4].[CH3:11][O:12][C:13]1[CH:21]=[CH:20][C:16]([C:17](Cl)=O)=[CH:15][CH:14]=1>C(O)(C)C>[CH3:11][O:12][C:13]1[CH:21]=[CH:20][C:16]([C:17]2[O:4][C:3]3[CH:5]=[CH:6][CH:7]=[CH:8][C:2]=3[C:1](=[O:9])[N:10]=2)=[CH:15][CH:14]=1. Reported procedure: 6.85 g (50 mmol) of salicylic acid amide are added, dropwise, to 18.1 g of p-methoxybenzoyl chloride and the mixture is heated to 150° C. The mixture is then stirred for 30 minutes at this temperature. After cooling, the honey-like mass is stirred with 100 ml of isopropanol, the precipitated solid filtered off and dried to yield 10.2 g of 2-(4-methoxyphenyl)-4H-1,3-benzoxazin-4-one as a white solid melting at 175-178° C. and having the following elemental analysis: The reactants are C(COCC(=O)[O-])(=O)[O-].[Zn+2] (zinc diglycolate), C(CCCCC(=O)O)(=O)O (adipic acid), C(COCC(=O)O)(=O)O (diglycolic acid). Yields the product C(CCCCC(=O)[O-])(=O)[O-].[Zn+2] (Zinc adipate). Reaction SMILES: C([O-])(=O)COCC([O-])=O.[Zn+2:10].[C:11]([OH:20])(=[O:19])[CH2:12][CH2:13][CH2:14][CH2:15][C:16]([OH:18])=[O:17].C(O)(=O)COCC(O)=O>>[C:11]([O-:20])(=[O:19])[CH2:12][CH2:13][CH2:14][CH2:15][C:16]([O-:18])=[O:17].[Zn+2:10] |f:0.1,4.5|. Procedure: Zinc adipate was prepared by essentially the procedure described above for zinc diglycolate, with the exception that adipic acid (14.65 g, 0.1 mole, Fisher Scientific, Hampton, N.H.) was substituted for the diglycolic acid. Starting materials: CS(C)=O, COc1cc2nccc(Cl)c2cc1OC, [H-], Nc1ccc(O)cc1[N+](=O)[O-], [Na+], O. Yields the product COc1cc2nccc(Oc3ccc(N)c([N+](=O)[O-])c3)c2cc1OC. RXN SMILES: [CH3:3][S:4](=[O:5])[CH3:6].[Cl:18][c:19]1[cH:20][cH:21][n:22][c:23]2[cH:24][c:25]([O:31][CH3:32])[c:26]([O:29][CH3:30])[cH:27][c:28]12.[H-:1].[NH2:7][c:8]1[c:9]([N+:15](=[O:16])[O-:17])[cH:10][c:11]([OH:14])[cH:12][cH:13]1.[Na+:2].[OH2:33]>>[NH2:7][c:8]1[c:9]([N+:15](=[O:16])[O-:17])[cH:10][c:11]([O:14][c:19]2[cH:20][cH:21][n:22][c:23]3[cH:24][c:25]([O:31][CH3:32])[c:26]([O:29][CH3:30])[cH:27][c:28]23)[cH:12][cH:13]1.